Dataset: the Open Reaction Database (ORD), a public repository of structured organic reaction records. Task: describe an organic reaction: reactants, conditions, products, and yield Reactants: BrC1=C(C=CC=C1)CC(=O)O (2-bromophenylacetic acid), CC1=C(N)C(=CC=C1)C (2,6-dimethylaniline). Yields the product CC1=C(C(=CC=C1)C)NC1=C(C=CC=C1)CC(=O)O (2-[(2,6-dimethylphenyl] amino] phenylacetic acid). Reaction SMILES: Br[C:2]1[CH:7]=[CH:6][CH:5]=[CH:4][C:3]=1[CH2:8][C:9]([OH:11])=[O:10].[CH3:12][C:13]1[CH:19]=[CH:18][CH:17]=[C:16]([CH3:20])[C:14]=1[NH2:15]>>[CH3:12][C:13]1[CH:19]=[CH:18][CH:17]=[C:16]([CH3:20])[C:14]=1[NH:15][C:2]1[CH:7]=[CH:6][CH:5]=[CH:4][C:3]=1[CH2:8][C:9]([OH:11])=[O:10]. Procedure details: In the manner described in example 3, 2-bromophenylacetic acid was condensed with 2,6-dimethylaniline to yield 2-[(2,6-dimethylphenyl] amino] phenylacetic acid. Starting materials: C(#N)C=1C(=NN(C1N=COC)C)C=1N(C(=CN1)[N+](=O)[O-])C (methyl N-[4-cyano-1-methyl-3-(1-methyl-5-nitro-2-imidazolyl)pyrazol-5-yl]formimidate), CNN (methyl hydrazine), CNNC=NC1=C(C(=NN1C)C=1N(C(=CN1)[N+](=O)[O-])C)C#N (N-[4-cyano-1-methyl-3-(1-methyl-5-nitroimidazol-2-yl)pyrazol-5-yl]formimidic acid, 2-methyl hydrazide). The solvent is C(C)O (ethanol). The product is CNNC(=N)C1=C(C(=NN1C)C=1N(C(=CN1)[N+](=O)[O-])C)C#N ((4-Cyano-1-methyl-3-(1-methyl-5-nitroimidazol-2-yl)pyrazol-5-yl]formimidic acid, 2-methyl hydrazide). As a reaction SMILES: [C:1]([C:3]1[C:4]([C:13]2[N:14]([CH3:21])[C:15]([N+:18]([O-:20])=[O:19])=[CH:16][N:17]=2)=[N:5][N:6]([CH3:12])[C:7]=1N=COC)#[N:2].CNN.[CH3:25][NH:26][NH:27][CH:28]=[N:29]C1N(C)N=C(C2N(C)C([N+]([O-])=O)=CN=2)C=1C#N>C(O)C>[CH3:25][NH:26][NH:27][C:28]([C:7]1[N:6]([CH3:12])[N:5]=[C:4]([C:13]2[N:14]([CH3:21])[C:15]([N+:18]([O-:20])=[O:19])=[CH:16][N:17]=2)[C:3]=1[C:1]#[N:2])=[NH:29]. Procedure: A mixture of 1.0 g. of methyl N-[4-cyano-1-methyl-3-(1-methyl-5-nitro-2-imidazolyl)pyrazol-5-yl]formimidate, 1 ml. of methyl hydrazine, and 10 ml. of ethanol was stirred at ambient room temperature for about 1 hour. The reaction product mixture was filtered. The solid which was recovered was recrystallized from ethanol to yield product in the form of yellow needles having a melting point of about 232°-234° C. The product was identified by NMR spectrum and elemental analyses as N-[4-cyano-1-methy... Reactants: CC(=O)O, CC(C)c1cccc(C(C)C)c1N, [Cl-], Cl, O=N[O-], [Na+], O=S=O, O. Product: CC(C)c1cccc(C(C)C)c1S(=O)(=O)Cl. As a reaction SMILES: [CH3:23][C:24](=[O:25])[OH:26].[CH:1]([CH3:2])([CH3:3])[c:4]1[c:5]([NH2:6])[c:7]([CH:11]([CH3:12])[CH3:13])[cH:8][cH:9][cH:10]1.[Cl-:19].[ClH:18].[N:14]([O-:15])=[O:16].[Na+:17].[O:20]=[S:21]=[O:22].[OH2:27]>>[CH:1]([CH3:2])([CH3:3])[c:4]1[c:5]([S:21]([Cl:18])(=[O:20])=[O:22])[c:7]([CH:11]([CH3:12])[CH3:13])[cH:8][cH:9][cH:10]1. Reactants: CCS, CN1C(=O)CNC(=O)c2ccccc21, ClCCl, O=S(=O)(OS(=O)(=O)C(F)(F)F)C(F)(F)F, c1ccncc1. The product is CCSC1=NCC(=O)N(C)c2ccccc21. RXN SMILES: [CH2:36]([CH3:37])[SH:38].[CH3:1][N:2]1[C:3](=[O:14])[CH2:4][NH:5][C:6](=[O:13])[c:7]2[c:8]1[cH:9][cH:10][cH:11][cH:12]2.[Cl:39][CH2:40][Cl:41].[F:21][C:22]([S:23]([O:24][S:25]([C:26]([F:27])([F:28])[F:29])(=[O:30])=[O:31])(=[O:32])=[O:33])([F:34])[F:35].[cH:15]1[cH:16][cH:17][n:18][cH:19][cH:20]1>>[CH3:1][N:2]1[C:3](=[O:14])[CH2:4][N:5]=[C:6]([S:38][CH2:36][CH3:37])[c:7]2[c:8]1[cH:9][cH:10][cH:11][cH:12]2.